This data is from the Open Reaction Database (ORD), a public repository of structured organic reaction records. The task is: describe an organic reaction: reactants, conditions, products, and yield The reactants are COC(C1=CC(=CC=C1)CCC(C)C)=O (3-Isopentyl-benzoic acid methyl ester), [OH-].[Na+] (NaOH), Cl (HCl). The solvent is CCO (EtOH). Yields the product C(CC(C)C)C=1C=C(C(=O)O)C=CC1 (3-Isopentyl-benzoic acid). As a reaction SMILES: C[O:2][C:3](=[O:15])[C:4]1[CH:9]=[CH:8][CH:7]=[C:6]([CH2:10][CH2:11][CH:12]([CH3:14])[CH3:13])[CH:5]=1.[OH-].[Na+].Cl>CCO>[CH2:10]([C:6]1[CH:5]=[C:4]([CH:9]=[CH:8][CH:7]=1)[C:3]([OH:15])=[O:2])[CH2:11][CH:12]([CH3:14])[CH3:13] |f:1.2|. Procedure: 96A (824 mg, 4 mmol) was suspended in EtOH (4 mL) and aqueous NaOH (1 M, 20 mL) and was heated under reflux conditions for sixty minutes. Upon cooling to room temperature, the solution was acidified with HCl (conc.), was cooled to 0° C., and was filtered. The white crystalline precipitate was dried under vacuum (633 mg, 82%). NMR 1H (ppm, CDCl3): 7.94-7.91 (m, 2H), 7.42 (d, J3=7.6 Hz, 1H), 7.36 (t, J3=7.7 Hz, 1H), 2.69-2.64 (m, 2H), 1.62-1.49 (m, 3H), 0.94 (d, J3=6.3 Hz, 6H). The reactants are COc1cc(Nc2nccc(Nc3ccc4c(c3)N(C(C)=O)CC4(C)C)n2)cc(OC)c1OC, CCOC(C)=O, CCO, Cl, [Na+], O=C([O-])O. The product is COc1cc(Nc2nccc(Nc3ccc4c(c3)NCC4(C)C)n2)cc(OC)c1OC. RXN SMILES: [C:1](=[O:2])([CH3:3])[N:4]1[CH2:5][C:6]([CH3:33])([CH3:34])[c:7]2[cH:8][cH:9][c:10]([NH:13][c:14]3[n:15][c:16]([NH:20][c:21]4[cH:22][c:23]([O:31][CH3:32])[c:24]([O:29][CH3:30])[c:25]([O:27][CH3:28])[cH:26]4)[n:17][cH:18][cH:19]3)[cH:11][c:12]21.[CH3:36][CH2:37][O:38][C:39]([CH3:40])=[O:41].[CH3:47][CH2:48][OH:49].[ClH:35].[Na+:46].[O-:42][C:43]([OH:44])=[O:45]>>[NH:4]1[CH2:5][C:6]([CH3:33])([CH3:34])[c:7]2[cH:8][cH:9][c:10]([NH:13][c:14]3[n:15][c:16]([NH:20][c:21]4[cH:22][c:23]([O:31][CH3:32])[c:24]([O:29][CH3:30])[c:25]([O:27][CH3:28])[cH:26]4)[n:17][cH:18][cH:19]3)[cH:11][c:12]21. The reactants are acyloxyalkyl carbamates, N[C@H](CO)C(=O)O (D-serine), CC1=C(C(=O)OCCOC(=O)ON2C(CCC2=O)=O)C=CC=C1 ((2,5-dioxoazolidinyloxycarbonyloxy)ethyl 2-methylbenzoate). Yields the product OC[C@H](C(=O)O)NC(=O)OCCOC(=O)C1=C(C=CC=C1)C ((2R)-3-Hydroxy-2-{[(2-methylphenylcarbonyloxy)ethoxy]carbonylamino}propanoic Acid). Isolated yield 32.6%. RXN SMILES: [NH2:1][C@@H:2]([C:5]([OH:7])=[O:6])[CH2:3][OH:4].[CH3:8][C:9]1[CH:30]=[CH:29][CH:28]=[CH:27][C:10]=1[C:11]([O:13][CH2:14][CH2:15][O:16][C:17](ON1C(=O)CCC1=O)=[O:18])=[O:12]>>[OH:4][CH2:3][C@@H:2]([NH:1][C:17]([O:16][CH2:15][CH2:14][O:13][C:11]([C:10]1[CH:27]=[CH:28][CH:29]=[CH:30][C:9]=1[CH3:8])=[O:12])=[O:18])[C:5]([OH:7])=[O:6]. Procedure details: Following the general procedure for the synthesis of acyloxyalkyl carbamates, D-serine (252 mg, 2.4 mmol) and (2,5-dioxoazolidinyloxycarbonyloxy)ethyl 2-methylbenzoate (642 mg, 2.0 mmol) were reacted to provide 203 mg (33% yield) of the title compound (25) as a white powder after work-up and mass-guided preparative HPLC purification. 1H NMR (CDCl3, 400 MHz): δ=7.85 (br d, 1H), 7.39 (m, 1H), 7.20 (m, 2H), 7.01 (m, 1H), 6.61 (br s, 1H), 6.08 (t, 1H), 4.40 (m, 1H), 4.02 (m, 1H), 3.94 (m, 1H), 2.58 ... Starting materials: O (water), N1=CC=C(C=C1)SCCCCN1C(NC2=CC=CC=C2C1=O)=O (3-[4-(4-pyridylthio)butyl]quinazoline-2,4(1H,3H)-dione), ClCSC1=CC=NC=C1 (4-chloromethylthiopyridine), C1CCC2=NCCCN2CC1 (1,8-diazabicyclo[5.4.0]-7-undecene). Run in CN(C=O)C (dimethylformamide). Conditions: temperature 80 celsius, time 16 hour. The product is N1=CC=C(C=C1)SCN1C(N(C(C2=CC=CC=C12)=O)CCCCSC1=CC=NC=C1)=O (1-(4-pyridylthio)methyl-3-[4-(4-pyridylthio)butyl]quinazoline-2,4(1H,3H)-dione). Isolated yield 46.6%. As a reaction SMILES: [N:1]1[CH:6]=[CH:5][C:4]([S:7][CH2:8][CH2:9][CH2:10][CH2:11][N:12]2[C:21](=[O:22])[C:20]3[C:15](=[CH:16][CH:17]=[CH:18][CH:19]=3)[NH:14][C:13]2=[O:23])=[CH:3][CH:2]=1.Cl[CH2:25][S:26][C:27]1[CH:32]=[CH:31][N:30]=[CH:29][CH:28]=1.C1CCN2C(=NCCC2)CC1.O>CN(C)C=O>[N:30]1[CH:31]=[CH:32][C:27]([S:26][CH2:25][N:14]2[C:15]3[C:20](=[CH:19][CH:18]=[CH:17][CH:16]=3)[C:21](=[O:22])[N:12]([CH2:11][CH2:10][CH2:9][CH2:8][S:7][C:4]3[CH:5]=[CH:6][N:1]=[CH:2][CH:3]=3)[C:13]2=[O:23])=[CH:28][CH:29]=1. Reported procedure: To a solution of 491 mg (1.5 mmol) of 3-[4-(4-pyridylthio)butyl]quinazoline-2,4(1H,3H)-dione and 287 mg (1.8 mmol) of 4-chloromethylthiopyridine in 15 ml of dimethylformamide, 0.27 ml (1.8 mmol) of 1,8-diazabicyclo[5.4.0]-7-undecene was added, and the mixture was stirred at 80° C. for 16 hours. After cooling, water was added to the reaction mixture, and the mixture was extracted with ethyl acetate. The extract was dried and the solvent was distilled off. The residue was purified by flash column ... Reactants: C=CCCCCC (hept-1-ene), 42, CC(CCl)CC1=CC=CC=C1 (2-methyl-3-phenylpropyl chloride), S(O)(O)(=O)=O (sulfuric acid), crude product. Solvent: C(Cl)(Cl)Cl (CHCl3). Reaction conditions: time 14 hour. The product is C(CCCCCC)C1=CC=C(C=C1)CC(CCl)C (3-(4-heptylphenyl)-2-methyl-propyl chloride). The yield is 75.0%. Reaction SMILES: [CH2:1]=[CH:2][CH2:3][CH2:4][CH2:5][CH2:6][CH3:7].[CH3:8][CH:9]([CH2:12][C:13]1[CH:18]=[CH:17][CH:16]=[CH:15][CH:14]=1)[CH2:10][Cl:11].S(=O)(=O)(O)O>C(Cl)(Cl)Cl>[CH2:1]([C:16]1[CH:17]=[CH:18][C:13]([CH2:12][CH:9]([CH3:8])[CH2:10][Cl:11])=[CH:14][CH:15]=1)[CH2:2][CH2:3][CH2:4][CH2:5][CH2:6][CH3:7]. Procedure details: 25 parts by weight of hept-1-ene are added dropwise at 10° C. to a mixture of 42 parts by weight of 2-methyl-3-phenylpropyl chloride and 20 parts by weight of 96% strength sulfuric acid. Stirring is continued at room temperature for 14 hours. The crude product is dissolved in CHCl3, and the solution is washed with ice water, dried over Na2CO3 and distilled. 50 parts by weight of 3-(4-heptylphenyl)-2-methyl-propyl chloride are obtained; boiling point 114° C.-7° C./0.1 mm Hg, yield 75%(based on 2-... Starting materials: FC(F)(F)S(=O)C1=CC=CC=C1 (Phenyl trifluoromethyl sulfoxide), FC1=CC=CC=C1 (1-fluorobenzene), O(S(=O)(=O)C(F)(F)F)S(=O)(=O)C(F)(F)F ((CF3SO2)2O). Run at temperature 0 celsius, time 10 hour. Product: [O-]S(=O)(=O)C(F)(F)F.FC([S+](C1=CC=C(C=C1)F)C1=CC=CC=C1)(F)F (S-(trifluoromethyl)phenyl-4-fluorophenylsulfonium Triflate). As a reaction SMILES: [F:1][C:2]([S:5]([C:7]1[CH:12]=[CH:11][CH:10]=[CH:9][CH:8]=1)=O)([F:4])[F:3].[F:13][C:14]1[CH:19]=[CH:18][CH:17]=[CH:16][CH:15]=1.[O:20](S(C(F)(F)F)(=O)=O)[S:21]([C:24]([F:27])([F:26])[F:25])(=[O:23])=[O:22]>>[O-:23][S:21]([C:24]([F:27])([F:26])[F:25])(=[O:22])=[O:20].[F:3][C:2]([F:1])([F:4])[S+:5]([C:7]1[CH:12]=[CH:11][CH:10]=[CH:9][CH:8]=1)[C:17]1[CH:18]=[CH:19][C:14]([F:13])=[CH:15][CH:16]=1 |f:3.4|. Procedure: Synthetic details: To a solution of phenyl trifluoromethyl sulfoxide (5) (582 mg, 3.0 mmol) in dry 1-fluorobenzene (8.4 mL, 30 mmol) was added (CF3SO2)2O (2.5 mL, 15 mmol) at 0° C. The reaction mixture was stirred for 10 h at 0° C., and then at rt for another 2 h. Removal of the solvent left a crude residue that was subjected to column chromatography on silica gel using CH3CN—CH2Cl2 (1:4) as eluent to give the product as white crystals (886 mg, 70%), mp 80-1 C (recrystallized from ethyl acetate/... Reported procedure: 2-{Hydroxy-[2-(3,4,5-trimethoxy-phenyl)-5H-pyrrolo[2,3-b]pyrazin-7-yl]-methyl}-2-methyl-pyrrolidine-1-carboxylic acid tert-butyl ester was prepared starting from 7-iodo-5-triisopropylsilanyl-2-(3,4,5-trimethoxy-phenyl)-5H-pyrrolo[2,3-b]pyrazine and 2-formyl-2-methyl-pyrrolidine-1-carboxylic acid tert-butyl ester (J. Org. Chem. 72 (15), 5608-5617, 2007) following the general procedures described in these Examples. The product is C(C)(C)(C)OC(=O)N1C(CCC1)(C)C(C1=CNC2=NC=C(N=C21)C2=CC(=C(C(=C2)OC)OC)OC)O (2-{Hydroxy-[2-(3,4,5-trimethoxy-phenyl)-5H-pyrrolo[2,3-b]pyrazin-7-yl]-methyl}-2-methyl-pyrrolidine-1-carboxylic acid tert-butyl ester). As a reaction SMILES: I[C:2]1[C:10]2[C:5](=[N:6][CH:7]=[C:8]([C:11]3[CH:16]=[C:15]([O:17][CH3:18])[C:14]([O:19][CH3:20])=[C:13]([O:21][CH3:22])[CH:12]=3)[N:9]=2)[N:4]([Si](C(C)C)(C(C)C)C(C)C)[CH:3]=1.[C:33]([O:37][C:38]([N:40]1[CH2:44][CH2:43][CH2:42][C:41]1([CH:46]=[O:47])[CH3:45])=[O:39])([CH3:36])([CH3:35])[CH3:34]>>[C:33]([O:37][C:38]([N:40]1[CH2:44][CH2:43][CH2:42][C:41]1([CH:46]([OH:47])[C:2]1[C:10]2[C:5](=[N:6][CH:7]=[C:8]([C:11]3[CH:16]=[C:15]([O:17][CH3:18])[C:14]([O:19][CH3:20])=[C:13]([O:21][CH3:22])[CH:12]=3)[N:9]=2)[NH:4][CH:3]=1)[CH3:45])=[O:39])([CH3:36])([CH3:35])[CH3:34]. Starting materials: IC1=CN(C2=NC=C(N=C21)C2=CC(=C(C(=C2)OC)OC)OC)[Si](C(C)C)(C(C)C)C(C)C (7-iodo-5-triisopropylsilanyl-2-(3,4,5-trimethoxy-phenyl)-5H-pyrrolo[2,3-b]pyrazine), C(C)(C)(C)OC(=O)N1C(CCC1)(C)C=O (2-formyl-2-methyl-pyrrolidine-1-carboxylic acid tert-butyl ester). Starting materials: Br, Br, CC(=O)O, CC(=O)c1cnc(N)c(Cl)c1. The product is Nc1ncc(C(=O)CBr)cc1Cl. Reaction SMILES: [Br:1].[BrH:13].[CH3:14][C:15](=[O:16])[OH:17].[NH2:2][c:3]1[n:4][cH:5][c:6]([C:10]([CH3:11])=[O:12])[cH:7][c:8]1[Cl:9]>>[NH2:2][c:3]1[n:4][cH:5][c:6]([C:10]([CH2:11][Br:13])=[O:12])[cH:7][c:8]1[Cl:9]. Reactants: C1(CCCC1)N1C=C(C=2C(NC=C(C21)C#N)=O)C2=CC=NN2C2OCCCC2 (1-cyclopentyl-4-oxo-3-(1-(tetrahydro-2H-pyran-2-yl)-1H-pyrazol-5-yl)-4,5-dihydro-1H-pyrrolo[3,2-c]pyridine-7-carbonitrile), Cl.C(C)(=O)OCC (hydrogen chloride ethyl acetate). The solvent is C(C)O (ethanol). The product is Cl.C1(CCCC1)N1C=C(C=2C(NC=C(C21)C#N)=O)C2=CC=NN2 (1-cyclopentyl-4-oxo-3-(1H-pyrazol-5-yl)-4,5-dihydro-1H-pyrrolo[3,2-c]pyridine-7-carbonitrile hydrochloride). As a reaction SMILES: [CH:1]1([N:6]2[C:14]3[C:13]([C:15]#[N:16])=[CH:12][NH:11][C:10](=[O:17])[C:9]=3[C:8]([C:18]3[N:22](C4CCCCO4)[N:21]=[CH:20][CH:19]=3)=[CH:7]2)[CH2:5][CH2:4][CH2:3][CH2:2]1.[ClH:29].C(OCC)(=O)C>C(O)C>[ClH:29].[CH:1]1([N:6]2[C:14]3[C:13]([C:15]#[N:16])=[CH:12][NH:11][C:10](=[O:17])[C:9]=3[C:8]([C:18]3[NH:22][N:21]=[CH:20][CH:19]=3)=[CH:7]2)[CH2:2][CH2:3][CH2:4][CH2:5]1 |f:1.2,4.5|. Procedure details: A solution of 1-cyclopentyl-4-oxo-3-(1-(tetrahydro-2H-pyran-2-yl)-1H-pyrazol-5-yl)-4,5-dihydro-1H-pyrrolo[3,2-c]pyridine-7-carbonitrile and 4N hydrogen chloride/ethyl acetate solution (1.31 mL) in ethanol (2 mL) was stirred overnight at 50° C., and the solvent was evaporated under reduced pressure. The residue was crystallized from ethanol and diisopropyl ether to give the title compound (136 mg).